Dataset: the Open Reaction Database (ORD), a public repository of structured organic reaction records. Task: describe an organic reaction: reactants, conditions, products, and yield Reactants: CC1=CC(=CC(=N1)C1=NC(=NC=C1)C=1C=C(C=CC1)N)C1=CC=C(C=C1)C(F)(F)F (3-{4-[6-Methyl-4-(4-trifluoromethyl-phenyl)-pyridin-2-yl]-pyrimidin-2-yl}-phenylamine), C(C)(=O)Cl (acetyl chloride). The solvent is CCOC(=O)C (EtOAc), CCOC(=O)C (EtOAc), C(=O)(O)[O-].[Na+] (NaHCO3). Yields the product CC1=CC(=CC(=N1)C1=NC(=NC=C1)C=1C=C(C=CC1)NC(C)=O)C1=CC=C(C=C1)C(F)(F)F (N-(3-{4-[6-Methyl-4-(4-trifluoromethyl-phenyl)-pyridin-2-yl]-pyrimidin-2-yl}-phenyl)acetamide). Yield: 60.4%. Reaction SMILES: [CH3:1][C:2]1[N:7]=[C:6]([C:8]2[CH:13]=[CH:12][N:11]=[C:10]([C:14]3[CH:15]=[C:16]([NH2:20])[CH:17]=[CH:18][CH:19]=3)[N:9]=2)[CH:5]=[C:4]([C:21]2[CH:26]=[CH:25][C:24]([C:27]([F:30])([F:29])[F:28])=[CH:23][CH:22]=2)[CH:3]=1.[C:31](Cl)(=[O:33])[CH3:32]>CCOC(C)=O.C([O-])(O)=O.[Na+]>[CH3:1][C:2]1[N:7]=[C:6]([C:8]2[CH:13]=[CH:12][N:11]=[C:10]([C:14]3[CH:15]=[C:16]([NH:20][C:31](=[O:33])[CH3:32])[CH:17]=[CH:18][CH:19]=3)[N:9]=2)[CH:5]=[C:4]([C:21]2[CH:26]=[CH:25][C:24]([C:27]([F:30])([F:28])[F:29])=[CH:23][CH:22]=2)[CH:3]=1 |f:3.4|. Procedure: To a stirred and cooled solution of 3-{4-[6-methyl-4-(4-trifluoromethyl-phenyl)-pyridin-2-yl]-pyrimidin-2-yl}-phenylamine (example 326) (0.150 g, 0.369 mmol) in EtOAc (2 mL) and sat. NaHCO3-sol. (1 mL) was added acetyl chloride (0.030 mL, 0.406 mmol) and the mixture was stirred at 23° C. for 1 h. Diluted with EtOAc, washed with sat. NaHCO3-sol. and water, dried the organic layer over Na2SO4. Removal of the solvent in vacuum left a crude product which was purified by trituration with diethyl ethe... The reactants are Cl.ClC=1C=C2C(=C(NC2=CC1)C=1C=NC=CC1)C (5-chloro-3-methyl-2-pyridin-3-yl-1H-indole hydrochloride), BrCC1=CC=C(C#N)C=C1 (4-bromomethyl-benzonitrile). Product: ClC=1C=C2C(=C(N(C2=CC1)CC1=CC=C(C#N)C=C1)C=1C=NC=CC1)C (4-(5-chloro-3-methyl-2-pyridin-3-yl-1H-indol-1-ylmethyl)-benzonitrile). Reaction SMILES: Cl.[Cl:2][C:3]1[CH:4]=[C:5]2[C:9](=[CH:10][CH:11]=1)[NH:8][C:7]([C:12]1[CH:13]=[N:14][CH:15]=[CH:16][CH:17]=1)=[C:6]2[CH3:18].Br[CH2:20][C:21]1[CH:28]=[CH:27][C:24]([C:25]#[N:26])=[CH:23][CH:22]=1>>[Cl:2][C:3]1[CH:4]=[C:5]2[C:9](=[CH:10][CH:11]=1)[N:8]([CH2:20][C:21]1[CH:28]=[CH:27][C:24]([C:25]#[N:26])=[CH:23][CH:22]=1)[C:7]([C:12]1[CH:13]=[N:14][CH:15]=[CH:16][CH:17]=1)=[C:6]2[CH3:18] |f:0.1|. Procedure: 5-Chloro-3-methyl-2-pyridin-3-yl-1H-indole hydrochloride (Example 2) and 4-bromomethyl-benzonitrile are processed according to the method described in Example 11 to give 4-(5-chloro-3-methyl-2-pyridin-3-yl-1H-indol-1-ylmethyl)-benzonitrile. 1H NMR (400 MHz, MeOD) δ ppm 2.28 (s, 3H), 5.42 (s, 2H), 6.98 (d, J=8.3 Hz, 1H), 7.20 (dd, J=8.6, 2.0 Hz, 1H), 7.34 (d, J=8.8 Hz, 1H), 7.55 (dd, J=7.8, 5.1 Hz, 1H), 7.57-7.62 (m, 2H), 7.66 (d, J=2.0 Hz, 1H), 7.84 (dt, J=7.8, 1.9 Hz, 1H), 8.50 (d, J=2.0 Hz, 1H... The reactants are CN1CCNCC1 (1-methylpiperazine), hydrochloride salt, Cl (HCl), C(C#CC)OC1=CC=C(C=C1)S(=O)(=O)N(C(C(=O)[O-])C(C)C)CCCCl (2-[{[4-(2-butynyloxy)phenyl]sulfonyl}(3-chloropropyl)-amino]-3-methylbutanoate), C(C#CC)OC1=CC=C(C=C1)S(=O)(=O)N(C(C(=O)NO)C(C)C)CCCN1CCN(CC1)C (2-{{[4-(2-butynyloxy)phenyl]sulfonyl)-[3-(4-methyl-1-piperazinyl)propyl]amino}-N-hydroxy-3-methylbutanamide). The product is Cl.C(C#CC)OC1=CC=C(C=C1)S(=O)(=O)N(C(C(=O)NO)C(C)C)CCCN1CCN(CC1)C (2-{{[4-(2-Butynyloxy)phenyl]sulfonyl}[3-(4-methyl-1-piperazinyl)propyl]amino}-N-hydroxy-3-methylbutanamide Hydrochloride). RXN SMILES: CN1CCNCC1.C(OC1C=CC(S(N(CCC[Cl:33])C(C(C)C)C([O-])=O)(=O)=O)=CC=1)C#CC.[CH2:34]([O:38][C:39]1[CH:44]=[CH:43][C:42]([S:45]([N:48]([CH2:57][CH2:58][CH2:59][N:60]2[CH2:65][CH2:64][N:63]([CH3:66])[CH2:62][CH2:61]2)[CH:49]([CH:54]([CH3:56])[CH3:55])[C:50]([NH:52][OH:53])=[O:51])(=[O:47])=[O:46])=[CH:41][CH:40]=1)[C:35]#[C:36][CH3:37].Cl>>[ClH:33].[CH2:34]([O:38][C:39]1[CH:40]=[CH:41][C:42]([S:45]([N:48]([CH2:57][CH2:58][CH2:59][N:60]2[CH2:61][CH2:62][N:63]([CH3:66])[CH2:64][CH2:65]2)[CH:49]([CH:54]([CH3:56])[CH3:55])[C:50]([NH:52][OH:53])=[O:51])(=[O:47])=[O:46])=[CH:43][CH:44]=1)[C:35]#[C:36][CH3:37] |f:4.5|. Reported procedure: According to the procedure of Example 118, using 1-methylpiperazine instead of diethylamine, 2-[{[4-(2-butynyloxy)phenyl]sulfonyl}(3-chloropropyl)-amino]-3-methylbutanoate was converted into 2-{{[4-(2-butynyloxy)phenyl]sulfonyl)-[3-(4-methyl-1-piperazinyl)propyl]amino}-N-hydroxy-3-methylbutanamide, which was converted into the corresponding hydrochloride salt with ethereal HCl solution to provide an off-white solid. Electrospray Mass Spec 481.4 (M+H)+.